describe an organic reaction: reactants, conditions, products, and yield From a dataset of the Open Reaction Database (ORD), a public repository of structured organic reaction records. Reactants: CCOC(=O)C=Cc1coc2ccc(C=O)cc12, O=C1CSC(=O)N1. Yields the product CCOC(=O)C=Cc1coc2ccc(C=C3SC(=O)NC3=O)cc12. As a reaction SMILES: [CH2:1]([CH3:2])[O:3][C:4]([CH:5]=[CH:6][c:7]1[cH:8][o:9][c:10]2[c:11]1[cH:12][c:13]([CH:16]=[O:17])[cH:14][cH:15]2)=[O:18].[O:19]=[C:20]1[CH2:21][S:22][C:23](=[O:24])[NH:25]1>>[CH2:1]([CH3:2])[O:3][C:4]([CH:5]=[CH:6][c:7]1[cH:8][o:9][c:10]2[c:11]1[cH:12][c:13]([CH:16]=[C:21]1[C:20](=[O:19])[NH:25][C:23](=[O:24])[S:22]1)[cH:14][cH:15]2)=[O:18]. Starting materials: O=C1OC(=O)C2=C1CCCC2, C1CCNCC1, CCC(=O)O, Cc1ccccc1, CCCCCOC(=O)COc1cc(N)c(F)cc1Cl, O. The product is CCCCCOC(=O)COc1cc(N2C(=O)C3=C(CCCC3)C2=O)c(F)cc1Cl. As a reaction SMILES: [C:20]1(=[O:30])[C:21]2=[C:22]([C:23](=[O:24])[O:25]1)[CH2:26][CH2:27][CH2:28][CH2:29]2.[CH2:31]1[CH2:32][CH2:33][NH:34][CH2:35][CH2:36]1.[CH3:37][CH2:38][C:39](=[O:40])[OH:41].[CH3:43][c:44]1[cH:45][cH:46][cH:47][cH:48][cH:49]1.[Cl:1][c:2]1[cH:3][c:4]([F:19])[c:5]([NH2:6])[cH:7][c:8]1[O:9][CH2:10][C:11](=[O:12])[O:13][CH2:14][CH2:15][CH2:16][CH2:17][CH3:18].[OH2:42]>>[Cl:1][c:2]1[cH:3][c:4]([F:19])[c:5]([N:6]2[C:20](=[O:25])[C:21]3=[C:22]([C:23]2=[O:24])[CH2:26][CH2:27][CH2:28][CH2:29]3)[cH:7][c:8]1[O:9][CH2:10][C:11](=[O:12])[O:13][CH2:14][CH2:15][CH2:16][CH2:17][CH3:18].